Dataset: the Open Reaction Database (ORD), a public repository of structured organic reaction records. Task: describe an organic reaction: reactants, conditions, products, and yield The reactants are O=c1[nH]ccc2sc(Br)cc12, O, O=P(Cl)(Cl)Cl. The product is Clc1nccc2sc(Br)cc12. RXN SMILES: [Br:6][c:7]1[cH:8][c:9]2[c:10](=[O:16])[nH:11][cH:12][cH:13][c:14]2[s:15]1.[OH2:17].[P:1]([Cl:2])([Cl:3])([Cl:4])=[O:5]>>[Cl:3][c:10]1[c:9]2[cH:8][c:7]([Br:6])[s:15][c:14]2[cH:13][cH:12][n:11]1. Reactants: CC1=CC=C(C=C1)S(=O)(=O)OCCCCCCCCCCC(=O)OC (methyl 11-(4-methylphenylsulfonyloxy)undecanoate), ice water, ice. Solvent: CS(=O)C (Dimethylsulfoxide). Yields the product O=CCCCCCCCCCC(=O)OC (methyl 11-oxoundecanoate). Yield: 98.4%. Reaction SMILES: CC1C=CC(S([O:11][CH2:12][CH2:13][CH2:14][CH2:15][CH2:16][CH2:17][CH2:18][CH2:19][CH2:20][CH2:21][C:22]([O:24][CH3:25])=[O:23])(=O)=O)=CC=1>CS(C)=O>[O:11]=[CH:12][CH2:13][CH2:14][CH2:15][CH2:16][CH2:17][CH2:18][CH2:19][CH2:20][CH2:21][C:22]([O:24][CH3:25])=[O:23]. Procedure details: Dimethylsulfoxide, 178 ml, was heated to 150° C. as nitrogen was bubbled through it. Sodium bicarbonate, 23.7 grams (0.282 mole), was added portionwise while maintaining the reaction mixture temperature at 140°-160° C. Upon completion of addition, 13.6 grams (0.037 mole) of methyl 11-(4-methylphenylsulfonyloxy)undecanoate was added portionwise during a ten minute period. Upon completion of addition the reaction mixture was allowed to cool to ambient temperature, and then it was poured into 600 m...